Dataset: the Open Reaction Database (ORD), a public repository of structured organic reaction records. Task: describe an organic reaction: reactants, conditions, products, and yield The reactants are CC1(Cc2ccc(C3(O)CCN(Cc4ccccc4)CC3)cc2)OCCO1, CO. Yields the product CC1(Cc2ccc(C3(O)CCNCC3)cc2)OCCO1. As a reaction SMILES: [CH2:1]([c:2]1[cH:3][cH:4][cH:5][cH:6][cH:7]1)[N:8]1[CH2:9][CH2:10][C:11]([OH:14])([c:15]2[cH:16][cH:17][c:18]([CH2:21][C:22]3([CH3:23])[O:24][CH2:25][CH2:26][O:27]3)[cH:19][cH:20]2)[CH2:12][CH2:13]1.[CH3:28][OH:29]>>[NH:8]1[CH2:9][CH2:10][C:11]([OH:14])([c:15]2[cH:16][cH:17][c:18]([CH2:21][C:22]3([CH3:23])[O:24][CH2:25][CH2:26][O:27]3)[cH:19][cH:20]2)[CH2:12][CH2:13]1. Reactants: NC1=C(C=CC(=C1)C(F)(F)F)N(N)C(C)=O (2-amino-4-trifluoromethyl-N-acetylphenylhydrazine), [OH-].[K+] (potassium hydroxide), C(C)O (ethanol), C(=S)=S (carbon disulfide). The product is C(C)(=O)NN1C(NC2=C1C=CC(=C2)C(F)(F)F)=S (1-acetylamino-5-trifluoromethylbenzimidazole-2-thione). The yield is 67.0%. Reaction SMILES: [NH2:1][C:2]1[CH:7]=[C:6]([C:8]([F:11])([F:10])[F:9])[CH:5]=[CH:4][C:3]=1[N:12]([C:14](=O)C)[NH2:13].[OH-].[K+].[CH2:19]([OH:21])[CH3:20].C(=S)=[S:23]>>[C:19]([NH:13][N:12]1[C:3]2[CH:4]=[CH:5][C:6]([C:8]([F:9])([F:10])[F:11])=[CH:7][C:2]=2[NH:1][C:14]1=[S:23])(=[O:21])[CH3:20] |f:1.2|. Procedure: After adding 69.96 g of 2-amino-4-trifluoromethyl-N-acetylphenylhydrazine to a solution of 19.07 g of potassium hydroxide in 300 ml of abs. ethanol, 20.5 ml of carbon disulfide were dropped to the mixture under stirring. The red solution obtained was refluxed for 5 hours, the hot solution was clarified by activated carbon and filtered. After adding 370 ml of water and then 70 ml of a mixture of acetic acid and water (1:2) to the filtrate, the crystalline precipitate was filtered by suction, wash... Reactants: CCO, COCc1cc(C(=O)OC)ccc1OC(C)C, [Na+], [OH-], O. The product is COCc1cc(C(=O)O)ccc1OC(C)C. Reaction SMILES: [CH3:20][CH2:21][OH:22].[CH:1]([CH3:2])([CH3:3])[O:4][c:5]1[c:6]([CH2:15][O:16][CH3:17])[cH:7][c:8]([C:9](=[O:10])[O:11][CH3:12])[cH:13][cH:14]1.[Na+:19].[OH-:18].[OH2:23]>>[CH:1]([CH3:2])([CH3:3])[O:4][c:5]1[c:6]([CH2:15][O:16][CH3:17])[cH:7][c:8]([C:9](=[O:10])[OH:11])[cH:13][cH:14]1. Starting materials: O=C([O-])[O-], CC1(C)OB(c2ccc3[nH]ccc3c2)OC1(C)C, [Cs+], [Cs+], Nc1nccn2c(C3CCC3)nc(I)c12, c1ccc([PH](c2ccccc2)(c2ccccc2)[Pd-4]([PH](c2ccccc2)(c2ccccc2)c2ccccc2)([PH](c2ccccc2)(c2ccccc2)c2ccccc2)[PH](c2ccccc2)(c2ccccc2)c2ccccc2)cc1. Yields the product Nc1nccn2c(C3CCC3)nc(-c3ccc4[nH]ccc4c3)c12. RXN SMILES: [C:16](=[O:17])([O-:18])[O-:19].[CH3:22][C:23]1([CH3:24])[C:25]([CH3:26])([CH3:27])[O:28][B:29]([c:30]2[cH:31][c:32]3[cH:33][cH:34][nH:35][c:36]3[cH:37][cH:38]2)[O:39]1.[Cs+:20].[Cs+:21].[NH2:1][c:2]1[c:3]2[n:4]([cH:5][cH:6][n:7]1)[c:8]([CH:12]1[CH2:13][CH2:14][CH2:15]1)[n:9][c:10]2[I:11].[c:40]1([PH:41]([Pd-4:42]([PH:43]([c:44]2[cH:45][cH:46][cH:47][cH:48][cH:49]2)([c:50]2[cH:51][cH:52][cH:53][cH:54][cH:55]2)[c:56]2[cH:57][cH:58][cH:59][cH:60][cH:61]2)([PH:62]([c:63]2[cH:64][cH:65][cH:66][cH:67][cH:68]2)([c:69]2[cH:70][cH:71][cH:72][cH:73][cH:74]2)[c:75]2[cH:76][cH:77][cH:78][cH:79][cH:80]2)[PH:81]([c:82]2[cH:83][cH:84][cH:85][cH:86][cH:87]2)([c:88]2[cH:89][cH:90][cH:91][cH:92][cH:93]2)[c:94]2[cH:95][cH:96][cH:97][cH:98][cH:99]2)([c:100]2[cH:101][cH:102][cH:103][cH:104][cH:105]2)[c:106]2[cH:107][cH:108][cH:109][cH:110][cH:111]2)[cH:112][cH:113][cH:114][cH:115][cH:116]1>>[NH2:1][c:2]1[c:3]2[n:4]([cH:5][cH:6][n:7]1)[c:8]([CH:12]1[CH2:13][CH2:14][CH2:15]1)[n:9][c:10]2-[c:30]1[cH:31][c:32]2[cH:33][cH:34][nH:35][c:36]2[cH:37][cH:38]1. Reactants: CC(=O)O, Cn1ncc2nc3ccc(Cc4cccc(C#N)c4)cc3c(Cl)c21, O. Product: Cn1ncc2[nH]c3ccc(Cc4cccc(C#N)c4)cc3c(=O)c21. Reaction SMILES: [CH3:25][C:26]([OH:27])=[O:28].[Cl:1][c:2]1[c:3]2[c:4]([n:5][c:6]3[cH:7][cH:8][c:9]([CH2:12][c:13]4[cH:14][c:15]([C:16]#[N:17])[cH:18][cH:19][cH:20]4)[cH:10][c:11]13)[cH:21][n:22][n:23]2[CH3:24].[OH2:29]>>[c:2]1(=[O:27])[c:3]2[c:4]([nH:5][c:6]3[cH:7][cH:8][c:9]([CH2:12][c:13]4[cH:14][c:15]([C:16]#[N:17])[cH:18][cH:19][cH:20]4)[cH:10][c:11]13)[cH:21][n:22][n:23]2[CH3:24]. The reactants are C(#N)C=1C=C(C=O)C=CC1 (3-cyanobenzaldehyde), CC(=O)O (AcOH), CNC (dimethyl amine), [BH3-]C#N.[Na+] (NaBH3CN). Solvent: CO (MeOH). Reaction conditions: temperature 0 celsius, time 18 hour. The product is CN(C)CC=1C=C(C#N)C=CC1 (3-Dimethylaminomethyl Benzonitrile). Isolated yield 37.8%. As a reaction SMILES: [C:1]([C:3]1[CH:4]=[C:5]([CH:8]=[CH:9][CH:10]=1)[CH:6]=O)#[N:2].CC(O)=O.[CH3:15][NH:16][CH3:17].[BH3-]C#N.[Na+]>CO>[CH3:15][N:16]([CH2:6][C:5]1[CH:4]=[C:3]([CH:10]=[CH:9][CH:8]=1)[C:1]#[N:2])[CH3:17] |f:3.4|. Reported procedure: To a solution of 3-cyanobenzaldehyde (2.50 g, 19 mmol) in MeOH:AcOH (25 ml, 99:1) was added dimethyl amine (2.5 ml, 50 mmol) at 0° C., followed by NaBH3CN (1.80 g, 29 mmol). The mixture was stirred at 0° C. for 18 hours, then evaporated, taken up in EtOAc, washed with 5 KHCO3, brine filtered (Whatman® 1 PS phase separator) and evaporated. The residue was purified by flash chromatography on silica gel (eluant EtOAc:MeOH 98:2 v/v) to give the title compound (1.15 g, 38%). The reactants are CC(C)(C)OC(=O)N1CCCC(CO)C1, CCOCC, ClCCl. Product: CC(C)(C)OC(=O)N1CCCC(C=O)C1. RXN SMILES: [C:1]([CH3:2])([CH3:3])([CH3:4])[O:5][C:6](=[O:7])[N:8]1[CH2:9][CH:10]([CH2:14][OH:15])[CH2:11][CH2:12][CH2:13]1.[CH3:16][CH2:17][O:18][CH2:19][CH3:20].[Cl:21][CH2:22][Cl:23]>>[C:1]([CH3:2])([CH3:3])([CH3:4])[O:5][C:6](=[O:7])[N:8]1[CH2:9][CH:10]([CH:14]=[O:15])[CH2:11][CH2:12][CH2:13]1. The reactants are [BH4-], CN(C)C1(c2ccc(Cl)cc2)CCC(=O)CC1, CC(C)O, [Na+]. Product: CN(C)C1(c2ccc(Cl)cc2)CCC(O)CC1. RXN SMILES: [BH4-:18].[CH3:1][N:2]([C:3]1([c:10]2[cH:11][cH:12][c:13]([Cl:16])[cH:14][cH:15]2)[CH2:4][CH2:5][C:6](=[O:9])[CH2:7][CH2:8]1)[CH3:17].[CH:20]([OH:21])([CH3:22])[CH3:23].[Na+:19]>>[CH3:1][N:2]([C:3]1([c:10]2[cH:11][cH:12][c:13]([Cl:16])[cH:14][cH:15]2)[CH2:4][CH2:5][CH:6]([OH:9])[CH2:7][CH2:8]1)[CH3:17]. Reactants: CCN1CCNCC1, CCOC(C)=O, C#CCN(Cc1cc2c(=O)n(C)c(COS(C)(=O)=O)nc2cc1Cl)c1ccc(C(=O)OC(C)(C)C)cc1, ClCCl. The product is C#CCN(Cc1cc2c(=O)n(C)c(CN3CCN(CC)CC3)nc2cc1Cl)c1ccc(C(=O)OC(C)(C)C)cc1. RXN SMILES: [CH2:38]([CH3:39])[N:40]1[CH2:41][CH2:42][NH:43][CH2:44][CH2:45]1.[CH3:49][CH2:50][O:51][C:52](=[O:53])[CH3:54].[Cl:1][c:2]1[c:3]([CH2:20][N:21]([CH2:22][C:23]#[CH:24])[c:25]2[cH:26][cH:27][c:28]([C:29](=[O:30])[O:31][C:32]([CH3:33])([CH3:34])[CH3:35])[cH:36][cH:37]2)[cH:4][c:5]2[c:6](=[O:19])[n:7]([CH3:18])[c:8]([CH2:12][O:13][S:14]([CH3:15])(=[O:16])=[O:17])[n:9][c:10]2[cH:11]1.[Cl:46][CH2:47][Cl:48]>>[Cl:1][c:2]1[c:3]([CH2:20][N:21]([CH2:22][C:23]#[CH:24])[c:25]2[cH:26][cH:27][c:28]([C:29](=[O:30])[O:31][C:32]([CH3:33])([CH3:34])[CH3:35])[cH:36][cH:37]2)[cH:4][c:5]2[c:6](=[O:19])[n:7]([CH3:18])[c:8]([CH2:12][N:43]3[CH2:42][CH2:41][N:40]([CH2:38][CH3:39])[CH2:45][CH2:44]3)[n:9][c:10]2[cH:11]1. The reactants are CC1(C(NC2=CC=C(C=C12)C(F)(F)F)=O)C (3,3-dimethyl-5-trifluoromethyl-1,3-dihydroindol-2-one), C(C(C)(C)C)(=O)OCCl (chloromethyl pivalate), OC1=CC=C(C=C1)C(CC(=O)OC)C#CC (methyl 3-(4-hydroxyphenyl)hex-4-ynoate). Yields the product CC1(C(N(C2=CC=C(C=C12)C(F)(F)F)COC1=CC=C(C=C1)C(CC(=O)O)C#CC)=O)C (3-[4-(3,3-dimethyl-2-oxo-5-trifluoromethyl-2,3-dihydroindol-1-ylmethoxy)phenyl]hex-4-ynoic acid). RXN SMILES: [CH3:1][C:2]1([CH3:16])[C:10]2[C:5](=[CH:6][CH:7]=[C:8]([C:11]([F:14])([F:13])[F:12])[CH:9]=2)[NH:4][C:3]1=[O:15].[C:17](OCCl)(=O)C(C)(C)C.[OH:26][C:27]1[CH:32]=[CH:31][C:30]([CH:33]([C:39]#[C:40][CH3:41])[CH2:34][C:35]([O:37]C)=[O:36])=[CH:29][CH:28]=1>>[CH3:1][C:2]1([CH3:16])[C:10]2[C:5](=[CH:6][CH:7]=[C:8]([C:11]([F:14])([F:12])[F:13])[CH:9]=2)[N:4]([CH2:17][O:26][C:27]2[CH:32]=[CH:31][C:30]([CH:33]([C:39]#[C:40][CH3:41])[CH2:34][C:35]([OH:37])=[O:36])=[CH:29][CH:28]=2)[C:3]1=[O:15]. Reported procedure: Analogously to example 1, 3,3-dimethyl-5-trifluoromethyl-1,3-dihydroindol-2-one, chloromethyl pivalate and methyl 3-(4-hydroxyphenyl)hex-4-ynoate were used to obtain 3-[4-(3,3-dimethyl-2-oxo-5-trifluoromethyl-2,3-dihydroindol-1-ylmethoxy)phenyl]hex-4-ynoic acid.